From a dataset of the Open Reaction Database (ORD), a public repository of structured organic reaction records. describe an organic reaction: reactants, conditions, products, and yield Reactants: O=C([O-])[O-], OB(O)c1ccc(OCc2ccccc2)cc1, COCCOC, CCO, [K+], [K+], CC(=O)[O-], CC(=O)[O-], O, [Pd+2], c1ccc(P(c2ccccc2)c2ccccc2)cc1, c1ccncc1. Yields the product c1ccc(COc2ccc(-c3cccnc3)cc2)cc1. Reaction SMILES: [C:24](=[O:25])([O-:26])[O-:27].[CH2:1]([c:2]1[cH:3][cH:4][cH:5][cH:6][cH:7]1)[O:8][c:9]1[cH:10][cH:11][c:12]([B:15]([OH:16])[OH:17])[cH:13][cH:14]1.[CH3:49][O:50][CH2:51][CH2:52][O:53][CH3:54].[CH3:65][CH2:66][OH:67].[K+:28].[K+:29].[O-:56][C:57]([CH3:58])=[O:59].[O-:60][C:61]([CH3:62])=[O:63].[OH2:64].[Pd+2:55].[c:30]1([P:31]([c:32]2[cH:33][cH:34][cH:35][cH:36][cH:37]2)[c:38]2[cH:39][cH:40][cH:41][cH:42][cH:43]2)[cH:44][cH:45][cH:46][cH:47][cH:48]1.[cH:18]1[cH:19][cH:20][n:21][cH:22][cH:23]1>>[CH2:1]([c:2]1[cH:3][cH:4][cH:5][cH:6][cH:7]1)[O:8][c:9]1[cH:10][cH:11][c:12](-[c:19]2[cH:18][cH:23][cH:22][n:21][cH:20]2)[cH:13][cH:14]1. Starting materials: O=C1Nc2cccnc2N(C(=O)Cl)c2ccc(Br)cc21, CCN(CC)CC1CCCCN1CCN. The product is CCN(CC)CC1CCCCN1CCNC(=O)N1c2ccc(Br)cc2C(=O)Nc2cccnc21. Reaction SMILES: [Br:1][c:2]1[cH:3][cH:4][c:5]2[c:6]([cH:20]1)[C:7](=[O:19])[NH:8][c:9]1[c:10]([n:15][cH:16][cH:17][cH:18]1)[N:11]2[C:12](=[O:13])[Cl:14].[CH2:21]([CH3:22])[N:23]([CH2:24][CH3:25])[CH2:26][CH:27]1[N:28]([CH2:33][CH2:34][NH2:35])[CH2:29][CH2:30][CH2:31][CH2:32]1>>[Br:1][c:2]1[cH:3][cH:4][c:5]2[c:6]([cH:20]1)[C:7](=[O:19])[NH:8][c:9]1[c:10]([n:15][cH:16][cH:17][cH:18]1)[N:11]2[C:12](=[O:13])[NH:35][CH2:34][CH2:33][N:28]1[CH:27]([CH2:26][N:23]([CH2:21][CH3:22])[CH2:24][CH3:25])[CH2:32][CH2:31][CH2:30][CH2:29]1.